From a dataset of the Open Reaction Database (ORD), a public repository of structured organic reaction records. describe an organic reaction: reactants, conditions, products, and yield Reactants: CSC1=CC=C(C=C1)C=1C=CC2=C(C=C(CCO2)C(=O)OCC)C1 (ethyl 7-(4-methylthiophenyl)-2,3-dihydro-1-benzoxepine-4-carboxylate), [OH-].[Na+] (sodium hydroxide). Conditions: time 20 hour. The product is CSC1=CC=C(C=C1)C=1C=CC2=C(C=C(CCO2)C(=O)O)C1 (7-(4-methylthiophenyl)-2,3-dihydro-1-benzoxepine-4-carboxylic acid). Yield: 93.3%. Reaction SMILES: [CH3:1][S:2][C:3]1[CH:8]=[CH:7][C:6]([C:9]2[CH:10]=[CH:11][C:12]3[O:18][CH2:17][CH2:16][C:15]([C:19]([O:21]CC)=[O:20])=[CH:14][C:13]=3[CH:24]=2)=[CH:5][CH:4]=1.[OH-].[Na+]>>[CH3:1][S:2][C:3]1[CH:8]=[CH:7][C:6]([C:9]2[CH:10]=[CH:11][C:12]3[O:18][CH2:17][CH2:16][C:15]([C:19]([OH:21])=[O:20])=[CH:14][C:13]=3[CH:24]=2)=[CH:5][CH:4]=1 |f:1.2|. Procedure details: To a solution of ethyl 7-(4-methylthiophenyl)-2,3-dihydro-1-benzoxepine-4-carboxylate (132 mg) in ethanoltetrahydrofuran (5 ml-5 ml) was added 1N sodium hydroxide (1.0 ml) at room temperature, and the mixture was stirred for 20 hours and concentrated under reduced pressure. To the residue was added 1N hydrochloric acid (2 ml) and the mixture was extracted with ethyl acetate. The organic layer was washed with saturated sodium chloride solution, dried with magnesium sulfate and concentrated under ... The reactants are [H-].[Na+] (sodium hydride), C(C)(C)(C)C1=CC=C(C=C1)S(=O)(=O)NC1=C(C(=NN1C)OCCO)C1=CC=C(C=C1)C (4-(tert-butyl)-N-[3-(2-hydroxyethoxy)-1-methyl-4-(4-methylphenyl)-1H-pyrazol-5-yl]benzenesulfonamide), ClC1=NC=C(C=N1)[N+](=O)[O-] (2-Chloro-5-nitropyrimidine). Run in C1CCOC1 (THF), CC(=O)N(C)C (DMA). Conditions: temperature 0 celsius, time 15 minute. Yields the product C(C)(C)(C)C1=CC=C(C=C1)S(=O)(=O)NC1=C(C(=NN1C)OCCOC1=NC=C(C=N1)[N+](=O)[O-])C1=CC=C(C=C1)C (4-(tert-butyl)-N-(1-methyl-4-(4-methylphenyl)-3-{2-[(5-nitro-2-pyrimidinyl)oxy]ethoxy}-1H-pyrazol-5-yl)benzenesulphonamide). Yield: 146.5%. Reaction SMILES: [C:1]([C:5]1[CH:10]=[CH:9][C:8]([S:11]([NH:14][C:15]2[N:19]([CH3:20])[N:18]=[C:17]([O:21][CH2:22][CH2:23][OH:24])[C:16]=2[C:25]2[CH:30]=[CH:29][C:28]([CH3:31])=[CH:27][CH:26]=2)(=[O:13])=[O:12])=[CH:7][CH:6]=1)([CH3:4])([CH3:3])[CH3:2].[H-].[Na+].Cl[C:35]1[N:40]=[CH:39][C:38]([N+:41]([O-:43])=[O:42])=[CH:37][N:36]=1>C1COCC1.CC(N(C)C)=O>[C:1]([C:5]1[CH:6]=[CH:7][C:8]([S:11]([NH:14][C:15]2[N:19]([CH3:20])[N:18]=[C:17]([O:21][CH2:22][CH2:23][O:24][C:35]3[N:40]=[CH:39][C:38]([N+:41]([O-:43])=[O:42])=[CH:37][N:36]=3)[C:16]=2[C:25]2[CH:30]=[CH:29][C:28]([CH3:31])=[CH:27][CH:26]=2)(=[O:12])=[O:13])=[CH:9][CH:10]=1)([CH3:4])([CH3:3])[CH3:2] |f:1.2|. Reported procedure: To a solution of 4-(tert-butyl)-N-[3-(2-hydroxyethoxy)-1-methyl-4-(4-methylphenyl)-1H-pyrazol-5-yl]-benzenesulphonamide (Example 2) (1838 mg) in anhydrous THF (18 ml) at 0° C. stirred under an atmosphere of nitrogen was added sodium hydride (60% dispersion in oil, 348 mg) A precipitate began to form which was stirred at 0° C. for 15 min. 2-Chloro-5-nitropyrimidine (Wempen, I.; Blank, H. U.; Fox, J. J. J. Heterocyclic Chem. 1969, 6, 593. Hurst, D. T.; Heterocycles 1984, 22, 79; Heterocycles, 1977... Reactants: C(C)(C)(C)OC(=O)N1C=CC2=CC(=CC=C12)C=1C=C(COC2=CC=C(C=C2)CCC(=O)OC)C=CC1 (Methyl 3-(4-{[3-(1-tert-butoxycarbonyl-1H-indol-5-yl)benzyl]oxy}phenyl)propanoate), [OH-].[K+] (potassium hydroxide). The solvent is C(C)(=O)OCC (ethyl acetate), O1CCCC1 (tetrahydrofuran), CO (methanol). Conditions: time 18 hour. Yields the product N1C=CC2=CC(=CC=C12)C=1C=C(COC2=CC=C(C=C2)CCC(=O)O)C=CC1 (3-(4-{[3-(1H-indol-5-yl)benzyl]oxy}phenyl)propanoic acid). The yield is 75.6%. As a reaction SMILES: C(OC([N:8]1[C:16]2[C:11](=[CH:12][C:13]([C:17]3[CH:18]=[C:19]([CH:34]=[CH:35][CH:36]=3)[CH2:20][O:21][C:22]3[CH:27]=[CH:26][C:25]([CH2:28][CH2:29][C:30]([O:32]C)=[O:31])=[CH:24][CH:23]=3)=[CH:14][CH:15]=2)[CH:10]=[CH:9]1)=O)(C)(C)C.[OH-].[K+]>O1CCCC1.CO.C(OCC)(=O)C>[NH:8]1[C:16]2[C:11](=[CH:12][C:13]([C:17]3[CH:18]=[C:19]([CH:34]=[CH:35][CH:36]=3)[CH2:20][O:21][C:22]3[CH:27]=[CH:26][C:25]([CH2:28][CH2:29][C:30]([OH:32])=[O:31])=[CH:24][CH:23]=3)=[CH:14][CH:15]=2)[CH:10]=[CH:9]1 |f:1.2|. Procedure: Methyl 3-(4-{[3-(1-tert-butoxycarbonyl-1H-indol-5-yl)benzyl]oxy}phenyl)propanoate (3.8 g, 7.83 mmol) was dissolved in a mixed solvent of tetrahydrofuran (30 mL) and methanol (30 mL), and the mixture was ice-cooled. An aqueous solution (10 mL) of 85% potassium hydroxide (1.0 g, 15.1 mmol) was added to the solution, and the mixture was stirred at room temperature for 18 hr. The reaction solution was diluted with ethyl acetate, and the mixture washed successively with aqueous citric acid solution, ... The reactants are C(C=1C(O)=CC=CC1)(=O)O (salicylic acid), CC([O-])C.[Ti+4].CC([O-])C.CC([O-])C.CC([O-])C (titanium(IV) isopropoxide). Solvent: C1(=CC=CC=C1)C (toluene). Conditions: temperature 100 celsius. Yields the product C(C=1C(O)=CC=CC1)(=O)[O-].[Ti+4].C(C=1C(O)=CC=CC1)(=O)[O-].C(C=1C(O)=CC=CC1)(=O)[O-].C(C=1C(O)=CC=CC1)(=O)[O-] (Titanium Salicylate). As a reaction SMILES: [C:1]([OH:10])(=[O:9])[C:2]1[C:3](=[CH:5][CH:6]=[CH:7][CH:8]=1)[OH:4].CC(C)[O-].[Ti+4:15].CC(C)[O-].CC(C)[O-].CC(C)[O-]>C1(C)C=CC=CC=1>[C:1]([O-:10])(=[O:9])[C:2]1[C:3](=[CH:5][CH:6]=[CH:7][CH:8]=1)[OH:4].[Ti+4:15].[C:1]([O-:10])(=[O:9])[C:2]1[C:3](=[CH:5][CH:6]=[CH:7][CH:8]=1)[OH:4].[C:1]([O-:10])(=[O:9])[C:2]1[C:3](=[CH:5][CH:6]=[CH:7][CH:8]=1)[OH:4].[C:1]([O-:10])(=[O:9])[C:2]1[C:3](=[CH:5][CH:6]=[CH:7][CH:8]=1)[OH:4] |f:1.2.3.4.5,7.8.9.10.11|. Reported procedure: A solution of salicylic acid (27.6 g, 200 mmol) and toluene (220 ml) was dehydrated by distilling 20 mL of the solution. Thereafter, 28.4 g (100 mmol) of titanium(IV) isopropoxide (TTIP) was added to the solution while stirring. The mixed solution was refluxed for 1 hour, and then, while the distillation temperature was 100° C. or higher, distilled until the amount of the solution became half. After the distillation, solid content of the product was isolated by suction filtering using a membrane... The reactants are CCOCC, O=C(Cl)OCc1ccccc1, OCC1CCCN1, [Na+], [OH-]. Product: O=C(OCc1ccccc1)N1CCCC1CO. RXN SMILES: [CH3:21][CH2:22][O:23][CH2:24][CH3:25].[Cl:8][C:9](=[O:10])[O:11][CH2:12][c:13]1[cH:14][cH:15][cH:16][cH:17][cH:18]1.[NH:1]1[CH:2]([CH2:6][OH:7])[CH2:3][CH2:4][CH2:5]1.[Na+:20].[OH-:19]>>[N:1]1([C:9](=[O:10])[O:11][CH2:12][c:13]2[cH:14][cH:15][cH:16][cH:17][cH:18]2)[CH:2]([CH2:6][OH:7])[CH2:3][CH2:4][CH2:5]1. Starting materials: CC(=O)O, CO, COC(CN)OC, O=CC1CC1. Yields the product COC(CNCC1CC1)OC. Reaction SMILES: [C:13]([OH:14])(=[O:15])[CH3:16].[CH3:17][OH:18].[CH3:6][O:7][CH:8]([CH2:9][NH2:10])[O:11][CH3:12].[CH:1]1([CH:4]=[O:5])[CH2:2][CH2:3]1>>[CH:1]1([CH2:4][NH:10][CH2:9][CH:8]([O:7][CH3:6])[O:11][CH3:12])[CH2:2][CH2:3]1. Reactants: C(C=C)Br (Allyl bromide), C([O-])([O-])=O.[K+].[K+] (potassium carbonate), [I-].[Li+] (lithium iodide), C(C)(C)(C)OC(=O)NNC1CCC1 (N′-cyclobutyl-hydrazinecarboxylic acid tert-butyl ester). Solvent: C(C)O (ethanol). Reaction conditions: temperature 25 celsius. Product: C(C)(C)(C)OC(=O)NN(C1CCC1)CC=C (N′-allyl-N′-cyclobutyl-hydrazinecarboxylic acid tert-butyl ester). Yield: 91.9%. Reaction SMILES: [C:1]([O:5][C:6]([NH:8][NH:9][CH:10]1[CH2:13][CH2:12][CH2:11]1)=[O:7])([CH3:4])([CH3:3])[CH3:2].[CH2:14](Br)[CH:15]=[CH2:16].C(=O)([O-])[O-].[K+].[K+].[I-].[Li+]>C(O)C>[C:1]([O:5][C:6]([NH:8][N:9]([CH2:16][CH:15]=[CH2:14])[CH:10]1[CH2:11][CH2:12][CH2:13]1)=[O:7])([CH3:4])([CH3:2])[CH3:3] |f:2.3.4,5.6|. Procedure: N′-cyclobutyl-hydrazinecarboxylic acid tert-butyl ester (0.88 g, 4.72 mmol) was dissolved in ethanol (45 mL). Allyl bromide (0.82 mL, 9.44 mmol), potassium carbonate (0.65 g, 4.72 mmol), and lithium iodide (0.063 g, 0.47 mmol) were added sequentially. The reaction was stirred at reflux for 18 h. The mixture was cooled to 25° C., concentrated in vacuo, taken up in water (20 mL) and extracted with ethyl acetate (3×20 mL). The organic layers were combined, dried over magnesium sulfate, filtered, an...